This data is from the Open Reaction Database (ORD), a public repository of structured organic reaction records. The task is: describe an organic reaction: reactants, conditions, products, and yield The reactants are C(CCC)OC(=O)C=1N=C(C2=CC=C(C=C2C1O)OC1=C(C=CC=C1C)CC)C#N (1-Cyano-6-(2-ethyl-6-methyl-phenoxy)-4-hydroxy-isoquinoline-3-carboxylic acid butyl ester), NCC(=O)O (glycine). Product: C(#N)C1=NC(=C(C2=CC(=CC=C12)OC1=C(C=CC=C1C)CC)O)C(=O)NCC(=O)O ({[1-Cyano-6-(2-ethyl-6-methyl-phenoxy)-4-hydroxy-isoquinoline-3-carbonyl]-amino}-acetic acid). Reaction SMILES: C(O[C:6]([C:8]1[N:9]=[C:10]([C:29]#[N:30])[C:11]2[C:16]([C:17]=1[OH:18])=[CH:15][C:14]([O:19][C:20]1[C:25]([CH3:26])=[CH:24][CH:23]=[CH:22][C:21]=1[CH2:27][CH3:28])=[CH:13][CH:12]=2)=[O:7])CCC.[NH2:31][CH2:32][C:33]([OH:35])=[O:34]>>[C:29]([C:10]1[C:11]2[C:16](=[CH:15][C:14]([O:19][C:20]3[C:25]([CH3:26])=[CH:24][CH:23]=[CH:22][C:21]=3[CH2:27][CH3:28])=[CH:13][CH:12]=2)[C:17]([OH:18])=[C:8]([C:6]([NH:31][CH2:32][C:33]([OH:35])=[O:34])=[O:7])[N:9]=1)#[N:30]. Reported procedure: The title compound was synthesized from 1-Cyano-6-(2-ethyl-6-methyl-phenoxy)-4-hydroxy-isoquinoline-3-carboxylic acid butyl ester and glycine in analogy to example 1b; MS-(−)-ion: M−1=404.4. The reactants are N#Cc1cc(C(F)(F)F)cnc1O, O=C([O-])O, [Na+], O, O=P(Cl)(Cl)Cl, c1ccc2ncccc2c1. The product is N#Cc1cc(C(F)(F)F)cnc1Cl. Reaction SMILES: [C:16](#[N:17])[c:18]1[c:19]([OH:28])[n:20][cH:21][c:22]([C:24]([F:25])([F:26])[F:27])[cH:23]1.[C:29](=[O:30])([OH:31])[O-:32].[Na+:33].[OH2:34].[P:1]([Cl:2])([Cl:3])([Cl:4])=[O:5].[cH:6]1[cH:7][c:8]2[c:9]([n:10][cH:11][cH:12][cH:13]2)[cH:14][cH:15]1>>[Cl:3][c:19]1[c:18]([C:16]#[N:17])[cH:23][c:22]([C:24]([F:25])([F:26])[F:27])[cH:21][n:20]1. Reactants: [Cl-].O[NH3+] (hydroxylammonium chloride), C(O)([O-])=O.[Na+] (sodium hydrogen carbonate), CS(=O)C (dimethyl sulfoxide), C[C@@H]1CN(C[C@@H](O1)C)CCO[C@@H]1CC[C@H](CC1)N1C=2N(C(=C(C1=O)CC1=CC=C(C=C1)C=1C(=CC=CC1)C#N)CCC)N=CN2 (4′-{[4-(trans-4-{2-[(2R,6S)-2,6-dimethylmorpholin-4-yl]ethoxy}cyclohexyl)-5-oxo-7-propyl-4,5-dihydro[1,2,4]triazolo[1,5-a]pyrimidin-6-yl]methyl}biphenyl-2-carbonitrile). Run in C(C)(=O)OCC (ethyl acetate). Reaction conditions: temperature 40 celsius, time 30 minute. Product: C[C@@H]1CN(C[C@@H](O1)C)CCO[C@@H]1CC[C@H](CC1)N1C=2N(C(=C(C1=O)CC1=CC=C(C=C1)C1=C(C=CC=C1)C1=NOC(N1)=O)CCC)N=CN2 (4-(trans-4-{2-[(2R,6S)-2,6-dimethylmorpholin-4-yl]ethoxy}cyclohexyl)-6-{[2′-(5-oxo-4,5-dihydro-1,2,4-oxadiazol-3-yl)biphenyl-4-yl]methyl}-7-propyl[1,2,4]triazolo[1,5-a]pyrimidin-5(4H)-one). Yield: 57.7%. RXN SMILES: [Cl-].O[NH3+:3].[C:4](=[O:7])([O-])[OH:5].[Na+].CS(C)=O.[CH3:13][C@H:14]1[O:19][C@@H:18]([CH3:20])[CH2:17][N:16]([CH2:21][CH2:22][O:23][C@H:24]2[CH2:29][CH2:28][C@H:27]([N:30]3[C:35](=[O:36])[C:34]([CH2:37][C:38]4[CH:43]=[CH:42][C:41]([C:44]5[C:45]([C:50]#[N:51])=[CH:46][CH:47]=[CH:48][CH:49]=5)=[CH:40][CH:39]=4)=[C:33]([CH2:52][CH2:53][CH3:54])[N:32]4[N:55]=[CH:56][N:57]=[C:31]34)[CH2:26][CH2:25]2)[CH2:15]1>C(OCC)(=O)C>[CH3:13][C@H:14]1[O:19][C@@H:18]([CH3:20])[CH2:17][N:16]([CH2:21][CH2:22][O:23][C@H:24]2[CH2:25][CH2:26][C@H:27]([N:30]3[C:35](=[O:36])[C:34]([CH2:37][C:38]4[CH:39]=[CH:40][C:41]([C:44]5[CH:49]=[CH:48][CH:47]=[CH:46][C:45]=5[C:50]5[NH:3][C:4](=[O:7])[O:5][N:51]=5)=[CH:42][CH:43]=4)=[C:33]([CH2:52][CH2:53][CH3:54])[N:32]4[N:55]=[CH:56][N:57]=[C:31]34)[CH2:28][CH2:29]2)[CH2:15]1 |f:0.1,2.3|. Procedure details: A mixture of hydroxylammonium chloride (0.51 g), sodium hydrogen carbonate (0.82 g) and dimethyl sulfoxide (10 mL) was stirred at 40° C. for 30 min, 4′-{[4-(trans-4-{2-[(2R,6S)-2,6-dimethylmorpholin-4-yl]ethoxy}cyclohexyl)-5-oxo-7-propyl-4,5-dihydro[1,2,4]triazolo[1,5-a]pyrimidin-6-yl]methyl}biphenyl-2-carbonitrile (0.3 g) was added, and the mixture was stirred at 90° C. for 16 hr. The reaction mixture was diluted with ethyl acetate, washed with water and then with saturated brine, and dried ove... The reactants are C(C)OC(=O)C=1N=CC=2NC3=CC=CC(=C3C2C1COC)OCC1=CC=CC=C1 (5-benzyloxy-4-methoxymethyl-β-carboline-3-carboxylic acid-ethyl ester), O.NN (hydrazine hydrate). The product is C(C1=CC=CC=C1)OC1=C2C=3C(=C(N=CC3NC2=CC=C1)C(=O)NN)COC (5-benzyloxy-4-methoxymethyl-β-carboline-3-carboxylic acid-hydrazide). Reaction SMILES: C([O:3][C:4]([C:6]1[N:7]=[CH:8][C:9]2[NH:10][C:11]3[C:16]([C:17]=2[C:18]=1[CH2:19][O:20][CH3:21])=[C:15]([O:22][CH2:23][C:24]1[CH:29]=[CH:28][CH:27]=[CH:26][CH:25]=1)[CH:14]=[CH:13][CH:12]=3)=O)C.O.[NH2:31][NH2:32]>>[CH2:23]([O:22][C:15]1[CH:14]=[CH:13][CH:12]=[C:11]2[C:16]=1[C:17]1[C:18]([CH2:19][O:20][CH3:21])=[C:6]([C:4]([NH:31][NH2:32])=[O:3])[N:7]=[CH:8][C:9]=1[NH:10]2)[C:24]1[CH:25]=[CH:26][CH:27]=[CH:28][CH:29]=1 |f:1.2|. Procedure: 1.56 g of 5-benzyloxy-4-methoxymethyl-β-carboline-3-carboxylic acid-ethyl ester is refluxed in 20 ml of hydrazine hydrate (80%) for 4 hours. After cooling, the precipitated crystals are suctioned off and dried. 1.2 g of 5-benzyloxy-4-methoxymethyl-β-carboline-3-carboxylic acid-hydrazide of a melting point of 212°-213° C. is obtained. Yield: 118.0%. Reactants: S(=O)(Cl)Cl (Thionyl chloride), OCCNC(C1=CC=C(C=C1)O)=O (N-(2-hydroxyethyl)-4-hydroxybenzamide). Procedure details: Thionyl chloride (160 ml) was added to 40 g of N-(2-hydroxyethyl)-4-hydroxybenzamide with evolution of gas. The reaction mixture was ultrasonicated for 1.75 hours, then cooled and diluted with ether. The resulting solid product was collected by filtration, washed with ether and dried overnight in a vacuum oven at 40° C. to give 42.5 g of 4,5-dihydro-2-(4-hydroxyphenyl)oxazole in the form of its hydrochloride salt, m.p. 162°-163° C. Product: OC1=CC=C(C=C1)C=1OCCN1 (4,5-dihydro-2-(4-hydroxyphenyl)oxazole). Reaction SMILES: S(Cl)(Cl)=O.O[CH2:6][CH2:7][NH:8][C:9](=[O:17])[C:10]1[CH:15]=[CH:14][C:13]([OH:16])=[CH:12][CH:11]=1>CCOCC>[OH:16][C:13]1[CH:12]=[CH:11][C:10]([C:9]2[O:17][CH2:6][CH2:7][N:8]=2)=[CH:15][CH:14]=1. Solvent: CCOCC (ether). Reactants: [H-].[Na+] (NaH), [N+](=O)([O-])C=1C=C2CCNC2=CC1 (5-nitroindoline), BrCCC (1-bromopropane). The solvent is O (water), CCOC(=O)C (AcOEt), CN(C)C=O (DMF). Run at time 30 minute. Yields the product [N+](=O)([O-])C=1C=C2CCN(C2=CC1)CCC (5-nitro-1-propylindoline). As a reaction SMILES: [H-].[Na+].[N+:3]([C:6]1[CH:7]=[C:8]2[C:12](=[CH:13][CH:14]=1)[NH:11][CH2:10][CH2:9]2)([O-:5])=[O:4].Br[CH2:16][CH2:17][CH3:18]>CN(C=O)C.O.CCOC(C)=O>[N+:3]([C:6]1[CH:7]=[C:8]2[C:12](=[CH:13][CH:14]=1)[N:11]([CH2:16][CH2:17][CH3:18])[CH2:10][CH2:9]2)([O-:5])=[O:4] |f:0.1|. Procedure: 0.51 g (12.79 mmoles) of 60% NaH is added, at 20° C., by portions, to a solution of 2 g (12.18 mmoles) of 5-nitroindoline in 16 ml of anhydrous DMF. After stirring for a further 30 minutes, 2.32 ml (25.58 mmoles) of 1-bromopropane is added dropwise. Stirring is maintained overnight and the reaction mixture is finally diluted with 50 ml of water and 50 ml of AcOEt. After stirring and decanting, the organic phase is successively washed with 25 ml of water and 25 ml of salt water, dried over Na2SO4... The reactants are C(C)OC(CCN(C1(OC2CCC(C1)C2)C(NO)=O)S(=O)(=O)C2=CC=C(C=C2)OC2=CC=C(C=C2)F)=O (3-[[4-(4-Fluoro-phenoxy)-benzenesulfonyl]-(3-hydroxycarbamoyl-oxa-bicyclo[3.2.1]oct-3-yl)-amino]-propionic acid ethyl ester), C1(=CC=CC=C1)C (toluene), [OH-].[Na+] (sodium hydroxide), O (water). Solvent: ClCCl (dichloromethane). Run at temperature 0 celsius, time 15 minute. The product is FC1=CC=C(OC2=CC=C(C=C2)S(=O)(=O)N(CCC(=O)O)C2(CC3CCC(C2)O3)C(NO)=O)C=C1 (3-[[4-(4-Fluoro-phenoxy)-benzenesulfonyl]-(3-hydroxycarbamoyl-8-oxa-bicyclo[3.2.1]oct-3-yl)-amino]-propionic acid). As a reaction SMILES: C([O:3][C:4](=[O:37])[CH2:5][CH2:6][N:7]([S:20]([C:23]1[CH:28]=[CH:27][C:26]([O:29][C:30]2[CH:35]=[CH:34][C:33]([F:36])=[CH:32][CH:31]=2)=[CH:25][CH:24]=1)(=[O:22])=[O:21])[C:8]1([C:16](=[O:19])[NH:17][OH:18])[CH2:14][CH:13]2[CH2:15][CH:10]([CH2:11][CH2:12]2)[O:9]1)C.C1(C)C=CC=CC=1.O.[OH-].[Na+]>ClCCl>[F:36][C:33]1[CH:34]=[CH:35][C:30]([O:29][C:26]2[CH:27]=[CH:28][C:23]([S:20]([N:7]([C:8]3([C:16](=[O:19])[NH:17][OH:18])[CH2:15][CH:10]4[O:9][CH:13]([CH2:12][CH2:11]4)[CH2:14]3)[CH2:6][CH2:5][C:4]([OH:3])=[O:37])(=[O:22])=[O:21])=[CH:24][CH:25]=2)=[CH:31][CH:32]=1 |f:3.4|. Procedure: A solution of (15.1 mmol) of the product from Step G in dichloromethane is concentrated by rotary evaporation with the addition of 75 mL of toluene. This solution is treated with 75 mL of water, cooled to 0° C., and treated with 6.05 g (151 mmol, 10 equivalents) of sodium hydroxide pellets over 10 minutes with vigorous stirring. This mixture is stirred for 15 minutes at 0° C. and warmed to ambient temperature over one hour. The aqueous phase is separated, diluted with 7.5 mL of tetrahydrofuran, ... Reaction conditions: temperature 60 celsius. RXN SMILES: [CH2:1]([N:8]1[CH:13]=[C:12]([Br:14])[C:11](=[O:15])[NH:10][C:9]1=[O:16])[C:2]1[CH:7]=[CH:6][CH:5]=[CH:4][CH:3]=1.[OH-].[Na+].[C:19]([O:23][C:24]([NH:26][CH2:27][CH2:28][CH2:29]Br)=[O:25])([CH3:22])([CH3:21])[CH3:20]>CN(C)C=O.[Br-].C([N+](CCCC)(CCCC)CCCC)CCC>[C:19]([O:23][C:24]([NH:26][CH2:27][CH2:28][CH2:29][N:10]1[C:11](=[O:15])[C:12]([Br:14])=[CH:13][N:8]([CH2:1][C:2]2[CH:3]=[CH:4][CH:5]=[CH:6][CH:7]=2)[C:9]1=[O:16])=[O:25])([CH3:22])([CH3:21])[CH3:20] |f:1.2,5.6|. The reactants are C(C1=CC=CC=C1)N1C(NC(C(=C1)Br)=O)=O (1-benzyl-5-bromo-1H-pyrimidine-2,4-dione), [OH-].[Na+] (sodium hydroxide), C(C)(C)(C)OC(=O)NCCCBr (N-tert-butoxycarbonyl-3-bromopropylamine). Reagents/catalysts: [Br-].C(CCC)[N+](CCCC)(CCCC)CCCC (tetrabutylammonium bromide). Procedure: To a solution of 1-benzyl-5-bromo-1H-pyrimidine-2,4-dione (1.0 g, 3.6 mmol) in N,N-dimethylformamide (15 mL) was added tetrabutylammonium bromide (46 mg, 0.14 mmol) and sodium hydroxide (160 mg, 3.9 mmol). The suspension was stirred vigorously, heated to 60° C. for 1.5 h and then cooled to ambient temperature. N-tert-butoxycarbonyl-3-bromopropylamine (0.93 g, 3.9 mmol) was added, the reaction was heated to 50° C. for 20 h and then concentrated in vacuo. The residue was taken up in ethyl acetate:... Run in CN(C=O)C (N,N-dimethylformamide). Yields the product C(C)(C)(C)OC(=O)NCCCN1C(N(C=C(C1=O)Br)CC1=CC=CC=C1)=O (3-(3-tert-butoxycarbonylaminopropyl)-1-benzyl-5-bromo-1H-pyrimidine-2,4-dione).